Task: describe an organic reaction: reactants, conditions, products, and yield. Dataset: the Open Reaction Database (ORD), a public repository of structured organic reaction records Starting materials: CC(C)(C)O, C=CCc1c(OC)ccc2c1OC(=O)N(C)C2, ClC(Cl)Cl, [Na+], [Na+], O, O=S([O-])[O-]. Yields the product COc1ccc2c(c1CC(O)CO)OC(=O)N(C)C2. As a reaction SMILES: [C:1]([CH3:2])([CH3:3])([CH3:4])[OH:5].[CH2:17]([CH:18]=[CH2:19])[c:20]1[c:21]([O:32][CH3:33])[cH:22][cH:23][c:24]2[c:29]1[O:28][C:27](=[O:30])[N:26]([CH3:31])[CH2:25]2.[CH:13]([Cl:14])([Cl:15])[Cl:16].[Na+:11].[Na+:12].[OH2:6].[S:7]([O-:8])([O-:9])=[O:10]>>[OH:5][CH2:19][CH:18]([OH:6])[CH2:17][c:20]1[c:21]([O:32][CH3:33])[cH:22][cH:23][c:24]2[c:29]1[O:28][C:27](=[O:30])[N:26]([CH3:31])[CH2:25]2.